Dataset: the Open Reaction Database (ORD), a public repository of structured organic reaction records. Task: describe an organic reaction: reactants, conditions, products, and yield The reactants are FC=1C=C(C#N)C=CC1F (3,4-difluorobenzonitrile), C([O-])([O-])=O.[K+].[K+] (potassium carbonate), C(C1=CC=CC=C1)S (benzylmercaptan), O (water). Solvent: CN(C=O)C (N,N-dimethylformamide). Reaction conditions: time 3 hour. Product: C(C1=CC=CC=C1)SC1=C(C=C(C#N)C=C1)F (4-benzylthio-3-fluorobenzonitrile). Yield: 93.9%. RXN SMILES: [F:1][C:2]1[CH:3]=[C:4]([CH:7]=[CH:8][C:9]=1F)[C:5]#[N:6].C(=O)([O-])[O-].[K+].[K+].[CH2:17]([SH:24])[C:18]1[CH:23]=[CH:22][CH:21]=[CH:20][CH:19]=1.O>CN(C)C=O>[CH2:17]([S:24][C:9]1[CH:8]=[CH:7][C:4]([C:5]#[N:6])=[CH:3][C:2]=1[F:1])[C:18]1[CH:23]=[CH:22][CH:21]=[CH:20][CH:19]=1 |f:1.2.3|. Procedure: To a solution of 25 g of 3,4-difluorobenzonitrile in 100 ml of N,N-dimethylformamide is added 25 g of potassium carbonate and 22.3 g of benzylmercaptan. The mixture is stirred for 3 hours at room temperature and water is added. The crystals are filtered off, washed with water and pentane and dried to give 41 g of 4-benzylthio-3-fluorobenzonitrile in the form of crystals melting at 87° C. Reactants: C(CC(=O)O)(=O)O (Malonic acid), C1=C(C=CC2=CC=CC=C12)C=O (2-naphthaldehyde), Cl (HCl). The solvent is N1=CC=CC=C1 (pyridine). The product is C1=C(C=CC2=CC=CC=C12)C=CC(=O)O (3-(2-naphthyl)acrylic acid). The yield is 82.0%. As a reaction SMILES: [C:1](O)(=O)[CH2:2][C:3]([OH:5])=[O:4].[CH:8]1[C:17]2[C:12](=[CH:13][CH:14]=[CH:15][CH:16]=2)[CH:11]=[CH:10][C:9]=1C=O.Cl>N1C=CC=CC=1>[CH:16]1[C:17]2[C:12](=[CH:11][CH:10]=[CH:9][CH:8]=2)[CH:13]=[CH:14][C:15]=1[CH:1]=[CH:2][C:3]([OH:5])=[O:4]. Procedure details: Malonic acid (7.5 g, 72.1 mmole) and 2-naphthaldehyde (5.0 g, 32.0 mmole) were dissolved in pyridine (20 mL) and refluxed for 1 hour. After cooling to room temperature, the reaction mixture was poured into 2N HCl solution (200 mL). The product precipitated immediately. It was collected by filtration and recrystallized from aqueous ethanol (200 mL ethanol/50 mL water) to give colorless needles (5.2 g, 82%). Reactants: CC(=O)O[BH-](OC(C)=O)OC(C)=O, C1COCCN1, CC(=O)O, CN(C)C=O, ClCCl, COc1cc(Nc2c(C#N)cnc3cc(-c4csc(C=O)c4)sc23)c(Cl)cc1Cl, [Na+]. Yields the product COc1cc(Nc2c(C#N)cnc3cc(-c4csc(CN5CCOCC5)c4)sc23)c(Cl)cc1Cl. As a reaction SMILES: [C:36]([O:37][BH-:38]([O:39][C:40](=[O:41])[CH3:42])[O:43][C:44](=[O:45])[CH3:46])(=[O:47])[CH3:48].[CH2:1]1[CH2:2][O:3][CH2:4][CH2:5][NH:6]1.[CH3:50][C:51](=[O:52])[OH:53].[CH3:57][N:58]([CH3:59])[CH:60]=[O:61].[Cl:54][CH2:55][Cl:56].[Cl:7][c:8]1[c:9]([NH:17][c:18]2[c:19]3[c:20]([n:21][cH:22][c:23]2[C:24]#[N:25])[cH:26][c:27](-[c:29]2[cH:30][s:31][c:32]([CH:34]=[O:35])[cH:33]2)[s:28]3)[cH:10][c:11]([O:15][CH3:16])[c:12]([Cl:14])[cH:13]1.[Na+:49]>>[CH2:1]1[CH2:2][O:3][CH2:4][CH2:5][N:6]1[CH2:34][c:32]1[s:31][cH:30][c:29](-[c:27]2[cH:26][c:20]3[c:19]([c:18]([NH:17][c:9]4[c:8]([Cl:7])[cH:13][c:12]([Cl:14])[c:11]([O:15][CH3:16])[cH:10]4)[c:23]([C:24]#[N:25])[cH:22][n:21]3)[s:28]2)[cH:33]1. The reactants are ClCCCl, Cn1ccc(C2(N)CC2)n1, ClCCl, Cl, CNC(=O)c1c(-c2ccc(F)cc2)oc2ccc(-c3cc(C(=O)O)ccc3C)cc12, On1nnc2ccccc21. Yields the product CNC(=O)c1c(-c2ccc(F)cc2)oc2ccc(-c3cc(C(=O)NC4(c5ccn(C)n5)CC4)ccc3C)cc12. Reaction SMILES: [CH2:51]([Cl:52])[CH2:53][Cl:54].[CH3:31][n:32]1[n:33][c:34]([C:37]2([NH2:40])[CH2:38][CH2:39]2)[cH:35][cH:36]1.[Cl:56][CH2:57][Cl:58].[ClH:55].[F:1][c:2]1[cH:3][cH:4][c:5](-[c:8]2[o:9][c:10]3[c:11]([c:12]2[C:13]([NH:14][CH3:15])=[O:16])[cH:17][c:18](-[c:21]2[cH:22][c:23]([C:24](=[O:25])[OH:26])[cH:27][cH:28][c:29]2[CH3:30])[cH:19][cH:20]3)[cH:6][cH:7]1.[OH:41][n:42]1[c:43]2[c:44]([cH:45][cH:46][cH:47][cH:48]2)[n:49][n:50]1>>[F:1][c:2]1[cH:3][cH:4][c:5](-[c:8]2[o:9][c:10]3[c:11]([c:12]2[C:13]([NH:14][CH3:15])=[O:16])[cH:17][c:18](-[c:21]2[cH:22][c:23]([C:24](=[O:25])[NH:40][C:37]4([c:34]5[n:33][n:32]([CH3:31])[cH:36][cH:35]5)[CH2:38][CH2:39]4)[cH:27][cH:28][c:29]2[CH3:30])[cH:19][cH:20]3)[cH:6][cH:7]1.